Dataset: the Open Reaction Database (ORD), a public repository of structured organic reaction records. Task: describe an organic reaction: reactants, conditions, products, and yield The reactants are CCOC(=O)CCCCCCBr, CCOC(C)=O, CS(=O)(=O)NCCOc1cc(Cl)cc(Cl)c1, [H-], [Na+], CN(C)C=O. Yields the product CCOC(=O)CCCCCCN(CCOc1cc(Cl)cc(Cl)c1)S(C)(=O)=O. Reaction SMILES: [Br:19][CH2:20][CH2:21][CH2:22][CH2:23][CH2:24][CH2:25][C:26](=[O:27])[O:28][CH2:29][CH3:30].[CH3:31][CH2:32][O:33][C:34]([CH3:35])=[O:36].[Cl:3][c:4]1[cH:5][c:6]([O:7][CH2:8][CH2:9][NH:10][S:11](=[O:12])(=[O:13])[CH3:14])[cH:15][c:16]([Cl:18])[cH:17]1.[H-:2].[Na+:1].[O:37]=[CH:38][N:39]([CH3:40])[CH3:41]>>[Cl:3][c:4]1[cH:5][c:6]([O:7][CH2:8][CH2:9][N:10]([S:11](=[O:12])(=[O:13])[CH3:14])[CH2:20][CH2:21][CH2:22][CH2:23][CH2:24][CH2:25][C:26](=[O:27])[O:28][CH2:29][CH3:30])[cH:15][c:16]([Cl:18])[cH:17]1. Starting materials: NN1N=NC=C1 (1-amino-1,2,3-triazole), CCCBr (n-propyl bromide). Product: [Br-].N[N+]1=NN(C=C1)CCC (1-amino-3-n-propyl-1,2,3-triazolium bromide). Isolated yield 89.9%. As a reaction SMILES: [NH2:1][N:2]1[CH:6]=[CH:5][N:4]=[N:3]1.[CH3:7][CH2:8][CH2:9][Br:10]>>[Br-:10].[NH2:1][N+:2]1[CH:6]=[CH:5][N:4]([CH2:7][CH2:8][CH3:9])[N:3]=1 |f:2.3|. Procedure: In the same manner as above, 1-amino-1,2,3-triazole (1) 2.00 g (23.8 mmoles) was reacted with n-propyl bromide 13.60 g (110.6 mmoles) at 60° C., resulting in a good yield of 4.43 g (90%) of 1-amino-3-n-propyl-1,2,3-triazolium bromide (2c), mp 128-129° C. Starting materials: CC1=CC2C(C1)CC2(CC(=O)OC(C)(C)C)C[N+](=O)[O-], CCO, [Cl-], [Fe], [NH4+], O. Product: CC1=CC2C(C1)CC2(CN)CC(=O)OC(C)(C)C. Reaction SMILES: [CH3:1][C:2]1=[CH:8][CH:7]2[CH:4]([CH2:3]1)[CH2:5][C:6]2([CH2:9][N+:10]([O-:11])=[O:12])[CH2:13][C:14](=[O:15])[O:16][C:17]([CH3:18])([CH3:19])[CH3:20].[CH3:23][CH2:24][OH:25].[Cl-:21].[Fe:27].[NH4+:22].[OH2:26]>>[CH3:1][C:2]1=[CH:8][CH:7]2[CH:4]([CH2:3]1)[CH2:5][C:6]2([CH2:9][NH2:10])[CH2:13][C:14](=[O:15])[O:16][C:17]([CH3:18])([CH3:19])[CH3:20]. Starting materials: ClC=1C=C(C=CC1Cl)C1C(CNC1)N(C(CC1=CC=C(C=C1)F)=O)C (N-[(3RS,4SR)-4-(3,4-dichloro-phenyl)-pyrrolidin-3-yl]-2-(4-fluoro-phenyl)-N-methyl-acetamide), O=S1(CCN(CC1)CC(=O)O)=O ((1,1-Dioxo-1lambda*6*-thiomorpholin-4-yl)-acetic acid). The product is ClC=1C=C(C=CC1Cl)C1C(CN(C1)C(CN1CCS(CC1)(=O)=O)=O)N(C(CC1=CC=C(C=C1)F)=O)C (N-{(3RS,4SR)-4-(3,4-dichloro-phenyl)-1-[2-(1,1-dioxo-1lambda*6*-thiomorpholin-4-yl)-acetyl]-pyrrolidin-3-yl}-2-(4-fluoro-phenyl)-N-methyl-acetamide). RXN SMILES: [Cl:1][C:2]1[CH:3]=[C:4]([CH:9]2[CH2:13][NH:12][CH2:11][CH:10]2[N:14]([CH3:25])[C:15](=[O:24])[CH2:16][C:17]2[CH:22]=[CH:21][C:20]([F:23])=[CH:19][CH:18]=2)[CH:5]=[CH:6][C:7]=1[Cl:8].[O:26]=[S:27]1(=[O:37])[CH2:32][CH2:31][N:30]([CH2:33][C:34](O)=[O:35])[CH2:29][CH2:28]1>>[Cl:1][C:2]1[CH:3]=[C:4]([CH:9]2[CH2:13][N:12]([C:34](=[O:35])[CH2:33][N:30]3[CH2:31][CH2:32][S:27](=[O:37])(=[O:26])[CH2:28][CH2:29]3)[CH2:11][CH:10]2[N:14]([CH3:25])[C:15](=[O:24])[CH2:16][C:17]2[CH:18]=[CH:19][C:20]([F:23])=[CH:21][CH:22]=2)[CH:5]=[CH:6][C:7]=1[Cl:8]. Procedure: In analogy to the procedure described for the synthesis of example 87 (step c), the title compound N-{(3RS,4SR)-4-(3,4-dichloro-phenyl)-1-[2-(1,1-dioxo-1lambda*6*-thiomorpholin-4-yl)-acetyl]-pyrrolidin-3-yl}-2-(4-fluoro-phenyl)-N-methyl-acetamide was prepared from N-[(3RS,4SR)-4-(3,4-dichloro-phenyl)-pyrrolidin-3-yl]-2-(4-fluoro-phenyl)-N-methyl-acetamide using (1,1-Dioxo-1lambda*6*-thiomorpholin-4-yl)-acetic acid instead of 1-(1-methyl-cyclopropanecarbonyl)-piperidine-4-carboxylic acid and was ... Starting materials: CCOc1cc(C(C)(C)C)ncc1C1=NC(C)(c2ccc(Cl)cc2)C(C)(c2ccc(Cl)cc2)N1C(=O)N1CCC(CC(=O)O)CC1, CC(N)c1ccccc1F. Product: CCOc1cc(C(C)(C)C)ncc1C1=NC(C)(c2ccc(Cl)cc2)C(C)(c2ccc(Cl)cc2)N1C(=O)N1CCC(CC(=O)NC(C)c2ccccc2F)CC1. Reaction SMILES: [C:1]([CH3:2])([CH3:3])([CH3:4])[c:5]1[cH:6][c:7]([O:44][CH2:45][CH3:46])[c:8]([C:11]2=[N:15][C:14]([CH3:16])([c:17]3[cH:18][cH:19][c:20]([Cl:23])[cH:21][cH:22]3)[C:13]([CH3:24])([c:25]3[cH:26][cH:27][c:28]([Cl:31])[cH:29][cH:30]3)[N:12]2[C:32](=[O:33])[N:34]2[CH2:35][CH2:36][CH:37]([CH2:40][C:41](=[O:42])[OH:43])[CH2:38][CH2:39]2)[cH:9][n:10]1.[F:47][c:48]1[c:49]([CH:54]([CH3:55])[NH2:56])[cH:50][cH:51][cH:52][cH:53]1>>[C:1]([CH3:2])([CH3:3])([CH3:4])[c:5]1[cH:6][c:7]([O:44][CH2:45][CH3:46])[c:8]([C:11]2=[N:15][C:14]([CH3:16])([c:17]3[cH:18][cH:19][c:20]([Cl:23])[cH:21][cH:22]3)[C:13]([CH3:24])([c:25]3[cH:26][cH:27][c:28]([Cl:31])[cH:29][cH:30]3)[N:12]2[C:32](=[O:33])[N:34]2[CH2:35][CH2:36][CH:37]([CH2:40][C:41](=[O:43])[NH:56][CH:54]([c:49]3[c:48]([F:47])[cH:53][cH:52][cH:51][cH:50]3)[CH3:55])[CH2:38][CH2:39]2)[cH:9][n:10]1. The reactants are CC1=NC2=CC=CC(=C2C=C1)[N+](=O)[O-] (2-Methyl-5-nitroquinoline), [H][H] (hydrogen). The reagents and catalysts are [Pd] (palladium on carbon). Run in C(C)(=O)O (acetic acid). The product is NC1=C2C=CC(=NC2=CC=C1)C (5-Amino-2-methylquinoline). Isolated yield 50.4%. As a reaction SMILES: [CH3:1][C:2]1[CH:11]=[CH:10][C:9]2[C:4](=[CH:5][CH:6]=[CH:7][C:8]=2[N+:12]([O-])=O)[N:3]=1.[H][H]>[Pd].C(O)(=O)C>[NH2:12][C:8]1[CH:7]=[CH:6][CH:5]=[C:4]2[C:9]=1[CH:10]=[CH:11][C:2]([CH3:1])=[N:3]2. Procedure details: 2-Methyl-5-nitroquinoline (25 g, 132.85 mmol) and palladium on carbon (2.5 g) in 8 ml of glacial acetic acid are stirred for 5½ hours in a hydrogen atmosphere at normal pressure. The catalyst is suctioned off and washed with ethyl acetate. The combined filtrates are concentrated by evaporation. Column chromatography of the residue on silica gel with dichloromethane-acetone yields 10.6 g of the product. The reactants are FC(C(=O)N1CC(CC1)C1=C(C=CC=C1)OC)(F)F (2,2,2-Trifluoro-1-[3-(2-methoxy-phenyl)-pyrrolidin-1-yl]-ethanone), B(Br)(Br)Br (BBr3), C(=O)(O)[O-].[Na+] (NaHCO3). Solvent: C(Cl)Cl (CH2Cl2). Conditions: time 18 hour. The product is FC(C(=O)N1CC(CC1)C1=C(C=CC=C1)O)(F)F (2,2,2-Trifluoro-1-[3-(2-hydroxy-phenyl)-pyrrolidin-1-yl]-ethanone). As a reaction SMILES: [F:1][C:2]([F:19])([F:18])[C:3]([N:5]1[CH2:9][CH2:8][CH:7]([C:10]2[CH:15]=[CH:14][CH:13]=[CH:12][C:11]=2[O:16]C)[CH2:6]1)=[O:4].B(Br)(Br)Br.C([O-])(O)=O.[Na+]>C(Cl)Cl>[F:19][C:2]([F:1])([F:18])[C:3]([N:5]1[CH2:9][CH2:8][CH:7]([C:10]2[CH:15]=[CH:14][CH:13]=[CH:12][C:11]=2[OH:16])[CH2:6]1)=[O:4] |f:2.3|. Procedure details: To the title compound of Example 43 Step A (1.2 g, 4.4 mmol) in CH2Cl2 (15 mL) at 0° C. was added BBr3 (1M in CH2Cl2, 9.8 mL, 9.8 mmol). After warming to rt and allowing to stir for 18 h, sat'd NaHCO3 (aq.) was added slowly. The reaction was then extracted with CH2Cl2. The combined organic layers were dried and used in the next step without further purification. MS (ESI): mass calcd. for C12H12F3NO2, 259.2. m/z found, 260.1 [M+H]+. 1H NMR (CDCl3): 7.22-7.11 (m, 2H), 6.97-6.88 (m, 1H), 6.87-6.77 ...